From a dataset of the Open Reaction Database (ORD), a public repository of structured organic reaction records. describe an organic reaction: reactants, conditions, products, and yield Starting materials: COc1nc(Cl)c(C(C)C)c(OC)n1, [H-], [Na+], CN(C)C=O, OCc1ccccc1. Yields the product COc1nc(O)c(C(C)C)c(OC)n1. RXN SMILES: [Cl:1][c:2]1[n:3][c:4]([O:13][CH3:14])[n:5][c:6]([O:11][CH3:12])[c:7]1[CH:8]([CH3:9])[CH3:10].[H-:24].[Na+:23].[O:25]=[CH:26][N:27]([CH3:28])[CH3:29].[OH:15][CH2:16][c:17]1[cH:18][cH:19][cH:20][cH:21][cH:22]1>>[c:2]1([OH:15])[n:3][c:4]([O:13][CH3:14])[n:5][c:6]([O:11][CH3:12])[c:7]1[CH:8]([CH3:9])[CH3:10]. The reactants are NCCCOC1=CC2=C(N=C(N2)NC(=N)N)C=C1 (5-(3-aminopropoxy)-2-guanidinobenzimidazole), C(SC)(=N)C#N.C(SC)(=N)C#N (dimethyl dithiocyanoimidocarbonate), C([O-])([O-])=O.[K+].[K+] (potassium carbonate), Br.Br.NCCSCC1=CC2=C(N=CN2)C=C1 (5-[(2-aminoethyl)thiomethyl]benzimidazole.dihydrobromide). Solvent: CO (methanol). Reaction conditions: time 16 hour. Product: C(#N)NC(=NCCSCC1=CC2=C(N=CN2)C=C1)NC (N-cyano-N'-methyl-N"-[2-(5-benzimidazolylmethylthio)ethyl]guanidine). Yield: 75.0%. Reaction SMILES: Br.Br.[NH2:3][CH2:4][CH2:5][S:6][CH2:7][C:8]1[CH:16]=[CH:15][C:11]2[N:12]=[CH:13][NH:14][C:10]=2[CH:9]=1.NCCCOC1C=C[C:25]2[N:26]=[C:27]([NH:29][C:30](N)=[NH:31])NC=2C=1.C(C#N)(=N)SC.C(C#N)(=N)SC.C(=O)([O-])[O-].[K+].[K+]>CO>[C:30]([NH:29][C:27]([NH:26][CH3:25])=[N:3][CH2:4][CH2:5][S:6][CH2:7][C:8]1[CH:16]=[CH:15][C:11]2[N:12]=[CH:13][NH:14][C:10]=2[CH:9]=1)#[N:31] |f:0.1.2,4.5,6.7.8|. Procedure details: A methanol solution (50 ml) containing 5-[(2-aminoethyl)thiomethyl]benzimidazole.dihydrobromide (4.2 g) prepared in item (A) above, dimethyl dithiocyanoimidocarbonate (1.75 g) and potassium carbonate (1.65 g) was agitated for 16 hrs at room temperature. After removal of the solid component, the solvent was distilled off. Then, a 20% methylamine in methanol (45 ml) was added to the residue, and the mixture was agitated for 16 hrs at room temperature. The solvent was distilled off under reduced pr... Starting materials: O=C([O-])[O-], CCOC(C)=O, CC#N, Clc1ccc(N2CCNCC2)cc1Cl, O=C1CCCc2c1ccn2CCCCCl, ClCCl, ClCCl, [I-], [K+], [K+], [Na+], O. Yields the product O=C1CCCc2c1ccn2CCCCN1CCN(c2ccc(Cl)c(Cl)c2)CC1. As a reaction SMILES: [C:32](=[O:33])([O-:34])[O-:35].[C:48]([O:49][CH2:50][CH3:51])(=[O:52])[CH3:53].[CH3:38][C:39]#[N:40].[Cl:18][c:19]1[cH:20][c:21]([N:26]2[CH2:27][CH2:28][NH:29][CH2:30][CH2:31]2)[cH:22][cH:23][c:24]1[Cl:25].[Cl:1][CH2:2][CH2:3][CH2:4][CH2:5][n:6]1[cH:7][cH:8][c:9]2[c:14]1[CH2:13][CH2:12][CH2:11][C:10]2=[O:15].[Cl:41][CH2:42][Cl:43].[Cl:45][CH2:46][Cl:47].[I-:17].[K+:36].[K+:37].[Na+:16].[OH2:44]>>[CH2:2]([CH2:3][CH2:4][CH2:5][n:6]1[cH:7][cH:8][c:9]2[c:14]1[CH2:13][CH2:12][CH2:11][C:10]2=[O:15])[N:29]1[CH2:28][CH2:27][N:26]([c:21]2[cH:20][c:19]([Cl:18])[c:24]([Cl:25])[cH:23][cH:22]2)[CH2:31][CH2:30]1. Starting materials: CCCCCNC(=O)OCC1CCC(=O)N1CC=CCCCC(=O)OC, CO. Product: CCCCCNC(=O)OCC1CCC(=O)N1CCCCCCC(=O)OC. RXN SMILES: [CH3:1][O:2][C:3]([CH2:4][CH2:5][CH2:6][CH:7]=[CH:8][CH2:9][N:10]1[C:11](=[O:25])[CH2:12][CH2:13][CH:14]1[CH2:15][O:16][C:17]([NH:18][CH2:19][CH2:20][CH2:21][CH2:22][CH3:23])=[O:24])=[O:26].[CH3:27][OH:28]>>[CH3:1][O:2][C:3]([CH2:4][CH2:5][CH2:6][CH2:7][CH2:8][CH2:9][N:10]1[C:11](=[O:25])[CH2:12][CH2:13][CH:14]1[CH2:15][O:16][C:17]([NH:18][CH2:19][CH2:20][CH2:21][CH2:22][CH3:23])=[O:24])=[O:26].